Task: describe an organic reaction: reactants, conditions, products, and yield. Dataset: the Open Reaction Database (ORD), a public repository of structured organic reaction records Starting materials: C1(CCCCC1)SCSC1=CC=C(C=C1)O (cyclohexylthio(4-hydroxyphenylthio)methane), C([O-])([O-])=O.[K+].[K+] (potassium carbonate), C(C)(=O)Cl (acetyl chloride). Solvent: CC(=O)C (acetone). Reaction conditions: temperature 70 celsius, time 4 hour. The product is C1(CCCCC1)SCSC1=CC=C(C=C1)OC(C)=O (cyclohexylthio(4-acetyloxyphenylthio)methane). Isolated yield 99.0%. Reaction SMILES: [CH:1]1([S:7][CH2:8][S:9][C:10]2[CH:15]=[CH:14][C:13]([OH:16])=[CH:12][CH:11]=2)[CH2:6][CH2:5][CH2:4][CH2:3][CH2:2]1.C(=O)([O-])[O-].[K+].[K+].[C:23](Cl)(=[O:25])[CH3:24]>CC(C)=O>[CH:1]1([S:7][CH2:8][S:9][C:10]2[CH:11]=[CH:12][C:13]([O:16][C:23](=[O:25])[CH3:24])=[CH:14][CH:15]=2)[CH2:2][CH2:3][CH2:4][CH2:5][CH2:6]1 |f:1.2.3|. Procedure details: In 300 g of acetone was dissolved 26 g of the cyclohexylthio(4-hydroxyphenylthio)methane crude product in Synthesis Example 10. To this were added 21 g (0.15 mol) of potassium carbonate and 8.7 g (0.11 mol) of acetyl chloride. While heating in an oil bath at 70° C., the solution was ripened for 4 hours. At the end of ripening, the inorganic salt was filtered and washed with 50 g of acetone. The filtrate and wash liquid combined was concentrated, and the residue was dissolved in 300 g of dichloro... The reactants are C1CCOC1, COC(=O)COc1ccc2cc(CNC(=O)c3cc(-c4ccc(Cl)cc4)oc3C)ccc2c1, Cl, [Na+], [OH-], O. Yields the product Cc1oc(-c2ccc(Cl)cc2)cc1C(=O)NCc1ccc2cc(OCC(=O)O)ccc2c1. Reaction SMILES: [CH2:38]1[O:39][CH2:40][CH2:41][CH2:42]1.[CH3:3][O:4][C:5]([CH2:6][O:7][c:8]1[cH:9][c:10]2[cH:11][cH:12][c:13]([CH2:18][NH:19][C:20](=[O:21])[c:22]3[c:23]([CH3:34])[o:24][c:25](-[c:27]4[cH:28][cH:29][c:30]([Cl:33])[cH:31][cH:32]4)[cH:26]3)[cH:14][c:15]2[cH:16][cH:17]1)=[O:35].[ClH:37].[Na+:2].[OH-:1].[OH2:36]>>[O:4]=[C:5]([CH2:6][O:7][c:8]1[cH:9][c:10]2[cH:11][cH:12][c:13]([CH2:18][NH:19][C:20](=[O:21])[c:22]3[c:23]([CH3:34])[o:24][c:25](-[c:27]4[cH:28][cH:29][c:30]([Cl:33])[cH:31][cH:32]4)[cH:26]3)[cH:14][c:15]2[cH:16][cH:17]1)[OH:35]. The reactants are CO (methanol), ClS(=O)(=O)N=C=O (chlorosulfonyl isocyanate). The solvent is C1(=CC=CC=C1)C (toluene), C1(=CC=CC=C1)C (toluene). Product: COC(NS(=O)(=O)Cl)=O (Methyl(chlorosulfonyl)carbamate). Isolated yield 75.4%. As a reaction SMILES: [CH3:1][OH:2].[Cl:3][S:4]([N:7]=[C:8]=[O:9])(=[O:6])=[O:5]>C1(C)C=CC=CC=1>[CH3:1][O:2][C:8](=[O:9])[NH:7][S:4]([Cl:3])(=[O:6])=[O:5]. Reported procedure: A solution of methanol (10.2 mL, 252 mmoles) in 15 mL toluene was added dropwise to a solution of chlorosulfonyl isocyanate (22.0 mL, 252 mmoles) in 75 mL toluene at 0° C. The mixture was removed from the cooling bath and stirred for one-half hour at room temperature, then cooled to 0° C. and 65 mL ice cold hexanes was added. The white precipitate was collected by filtration and washed two times with a small amount of cold hexanes and dried in vacuo to give 33.0 g of a white solid, mp 72°-74° C. Reactants: BrCC(C(=O)OCC)=O (Ethyl 3-bromo-2-oxopropanoate), C(CCCC)(N)=S (Pentanethioamide). The solvent is C(C)O (ethanol), C(C)(=O)OCC (ethyl acetate). Yields the product CCCC(C)C (isohexane), C(CCC)C=1SC=C(N1)C(=O)OCC (Ethyl 2-butylthiazole-4-carboxylate). As a reaction SMILES: Br[CH2:2][C:3](=O)[C:4]([O:6][CH2:7][CH3:8])=[O:5].[C:10](=[S:16])([NH2:15])[CH2:11][CH2:12][CH2:13][CH3:14]>C(O)C.C(OCC)(=O)C>[CH3:10][CH2:11][CH2:12][CH:3]([CH3:2])[CH3:4].[CH2:11]([C:10]1[S:16][CH:2]=[C:3]([C:4]([O:6][CH2:7][CH3:8])=[O:5])[N:15]=1)[CH2:12][CH2:13][CH3:14]. Procedure: Ethyl 3-bromo-2-oxopropanoate (6.76 mL) was added very carefully to a stirred solution of pentanethioamide (example 78, step e) (6.30 g) in ethanol (100 mL). The solution was then heated at reflux for 16 h. After cooling, the reaction mixture was diluted with ethyl acetate, washed with saturated sodium bicarbonate solution and evaporated in vacuo. Purification by silica gel chromatography eluting with 1:6 ethyl acetate: isohexane gave the subtitled compound as a yellow oil. Yield 6.5 g. Reactants: ClC=1C(N(C=C(N1)Cl)[C@@H](CC)C1CC1)=O (3,5-dichloro-1-[(1S)-1-cyclopropylpropyl]-2(1H)-pyrazinone), ClC=1C=C2CCNC2=C(C1)Cl (5,7-dichloroindoline). The product is ClC=1N=C(C(N(C1)[C@@H](CC)C1CC1)=O)N1CCC2=CC(=CC(=C12)Cl)Cl (5-Chloro-1-[(1S)-1-cyclopropylpropyl]-3-(5,7-dichloro-2,3-dihydro-1H-indol-1-yl)-2(1H)-pyrazinone). RXN SMILES: Cl[C:2]1[C:3](=[O:15])[N:4]([C@H:9]([CH:12]2[CH2:14][CH2:13]2)[CH2:10][CH3:11])[CH:5]=[C:6]([Cl:8])[N:7]=1.[Cl:16][C:17]1[CH:18]=[C:19]2[C:23](=[C:24]([Cl:26])[CH:25]=1)[NH:22][CH2:21][CH2:20]2>>[Cl:8][C:6]1[N:7]=[C:2]([N:22]2[C:23]3[C:19](=[CH:18][C:17]([Cl:16])=[CH:25][C:24]=3[Cl:26])[CH2:20][CH2:21]2)[C:3](=[O:15])[N:4]([C@H:9]([CH:12]2[CH2:14][CH2:13]2)[CH2:10][CH3:11])[CH:5]=1. Procedure details: Prepared in a similar fashion as described for Example 413 using 3,5-dichloro-1-[(1S)-1-cyclopropylpropyl]-2(1H)-pyrazinone and 5,7-dichloroindoline as the starting materials. mp 157–159° C.; 1H NMR (300 MHz, CDCl3): δ 7.15 (s, 1 H), 7.09 (s, 1 H), 6.99 (s, 1 H), 4.34–4.24 (m, 2 H), 4.08–3.99 (m, 0.5 H), 3.11 (t, J=7.9 Hz, 2 H), 2.42–2.36 (m, 0.5 H), 2.16–2.00 (m, 1 H), 1.94–1.74 (m, 1 H), 1.07–0.99 (m, 1 H), 0.94–0.86 (m, 3 H), 0.80–0.71 (m, 1 H), 0.53–0.42 (m, 2 H), 0.36–0.20 (m, 1 H); HRMS (E... Starting materials: C(C)(C)(C)OC(CN(C1CCCC1)C(C(CSC(C)=O)C)=O)=O (N-(3-Acetylthio-2-methylpropanoyl)-N-cyclopentylglycine t-butyl ester), C[Si](C)(C)Cl (trimethylsilyl chloride), [I-].[Na+] (sodium iodide), C(C)#N (acetonitrile). The solvent is O (Water). Conditions: time 30 minute. The product is C(C)(=O)SCC(C(=O)N(CC(=O)O)C1CCCC1)C (N-(3-Acetylthio-2-methylpropanoyl)-N-cyclopentylglycine). Isolated yield 90.8%. As a reaction SMILES: C([O:5][C:6](=[O:23])[CH2:7][N:8]([C:14](=[O:22])[CH:15]([CH3:21])[CH2:16][S:17][C:18](=[O:20])[CH3:19])[CH:9]1[CH2:13][CH2:12][CH2:11][CH2:10]1)(C)(C)C.C[Si](Cl)(C)C.[I-].[Na+].C(#N)C>O>[C:18]([S:17][CH2:16][CH:15]([CH3:21])[C:14]([N:8]([CH:9]1[CH2:10][CH2:11][CH2:12][CH2:13]1)[CH2:7][C:6]([OH:23])=[O:5])=[O:22])(=[O:20])[CH3:19] |f:2.3|. Procedure details: N-(3-Acetylthio-2-methylpropanoyl)-N-cyclopentylglycine t-butyl ester (80.1 g, 0.23 mol), trimethylsilyl chloride (37.9 g, 0.35 mol), and sodium iodide (52.5 g, 0.35 mol) were added to acetonitrile (300 ml), and the reaction mixture was stirred at 45° C.-50° C. for 30 minutes. Water (50 ml) was then added and the mixture was concentrated. The residue was dissolved in saturated aqueous sodium bicarbonate (400 ml) and was washed with ethyl acetate (3×400 ml). The aqueous portion was separated, aci... The reactants are O=C([O-])O, ClCCCl, CN(C)C=O, O=C(O)c1cc2cccc([N+](=O)[O-])c2[nH]1, COc1ccc(CSCC(N)COC(=O)C(C)(C)C)cc1, [Na+], On1nnc2ccccc21. Product: COc1ccc(CSCC(COC(=O)C(C)(C)C)NC(=O)c2cc3cccc([N+](=O)[O-])c3[nH]2)cc1. Reaction SMILES: [C:51](=[O:52])([OH:53])[O-:54].[CH2:37]([Cl:38])[CH2:39][Cl:40].[CH3:56][N:57]([CH3:58])[CH:59]=[O:60].[N+:1](=[O:2])([O-:3])[c:4]1[cH:5][cH:6][cH:7][c:8]2[cH:9][c:10]([C:13](=[O:14])[OH:15])[nH:11][c:12]12.[NH2:16][CH:17]([CH2:18][O:19][C:20]([C:21]([CH3:22])([CH3:23])[CH3:24])=[O:25])[CH2:26][S:27][CH2:28][c:29]1[cH:30][cH:31][c:32]([O:35][CH3:36])[cH:33][cH:34]1.[Na+:55].[OH:41][n:42]1[c:43]2[c:44]([cH:45][cH:46][cH:47][cH:48]2)[n:49][n:50]1>>[N+:1](=[O:2])([O-:3])[c:4]1[cH:5][cH:6][cH:7][c:8]2[cH:9][c:10]([C:13](=[O:15])[NH:16][CH:17]([CH2:18][O:19][C:20]([C:21]([CH3:22])([CH3:23])[CH3:24])=[O:25])[CH2:26][S:27][CH2:28][c:29]3[cH:30][cH:31][c:32]([O:35][CH3:36])[cH:33][cH:34]3)[nH:11][c:12]12. The reactants are FC1=C(C=CC=C1)N=C=O (2-fluorophenyl isocyanate), Cl.NCC1=CC=C(C=C1)B(O)O (4-aminomethylphenylboronic acid HCL salt). The product is FC1=C(C=CC=C1)NC(NCC1=CC=C(C=C1)B(O)O)=O (4-[3-(2-Fluoro-phenyl)-ureidomethyl]-phenylboronic acid). As a reaction SMILES: [F:1][C:2]1[CH:7]=[CH:6][CH:5]=[CH:4][C:3]=1[N:8]=[C:9]=[O:10].Cl.[NH2:12][CH2:13][C:14]1[CH:19]=[CH:18][C:17]([B:20]([OH:22])[OH:21])=[CH:16][CH:15]=1>>[F:1][C:2]1[CH:7]=[CH:6][CH:5]=[CH:4][C:3]=1[NH:8][C:9](=[O:10])[NH:12][CH2:13][C:14]1[CH:15]=[CH:16][C:17]([B:20]([OH:22])[OH:21])=[CH:18][CH:19]=1 |f:1.2|. Procedure details: 4-[3-(2-Fluoro-phenyl)-ureidomethyl]-phenylboronic acid was prepared from 2-fluorophenyl isocyanate and 4-aminomethylphenylboronic acid HCL salt according to the procedure of Example 65. Run in C1CCOC1 (THF). Yields the product COC1=C(CC2(CCCCCC2)CO)C=CC=C1OC ([1-(2,3-dimethoxybenzyl)cycloheptyl]methanol). Isolated yield 87.6%. Procedure: The crude ester (26 g, 82 mmol, from Step B above), was dissolved in 400 mL anhydrous THF to which was added solid LiAlH4 (4.6 g, 123 mmol) in small portions at room temperature. The reaction was stirred at room temperature until TLC indicated completion. The reaction was then quenched with 1M HCl and diluted with ether. The layers were separated, and the organic layer was washed with 1M HCl, water, and brine. The organic layer was dried over MgSO4, filtered and evaporated. The resulting oil was... The reactants are COC1=C(CC2(CCCCCC2)C(=O)OCC)C=CC=C1OC (Ethyl 1-(2,3-dimethoxybenzyl)cycloheptane Carboxylate), [H-].[H-].[H-].[H-].[Li+].[Al+3] (LiAlH4). As a reaction SMILES: [CH3:1][O:2][C:3]1[C:21]([O:22][CH3:23])=[CH:20][CH:19]=[CH:18][C:4]=1[CH2:5][C:6]1([C:13](OCC)=[O:14])[CH2:12][CH2:11][CH2:10][CH2:9][CH2:8][CH2:7]1.[H-].[H-].[H-].[H-].[Li+].[Al+3]>C1COCC1>[CH3:1][O:2][C:3]1[C:21]([O:22][CH3:23])=[CH:20][CH:19]=[CH:18][C:4]=1[CH2:5][C:6]1([CH2:13][OH:14])[CH2:12][CH2:11][CH2:10][CH2:9][CH2:8][CH2:7]1 |f:1.2.3.4.5.6|.